This data is from the Open Reaction Database (ORD), a public repository of structured organic reaction records. The task is: describe an organic reaction: reactants, conditions, products, and yield The reactants are CC(c1ccc(Br)cc1)N1CCC(CCCNS(C)(=O)=O)(c2ccc(F)cc2)OC1=O, Cc1cc(B(O)O)ccn1. Yields the product Cc1cc(-c2ccc(C(C)N3CCC(CCCNS(C)(=O)=O)(c4ccc(F)cc4)OC3=O)cc2)ccn1. Reaction SMILES: [Br:1][c:2]1[cH:3][cH:4][c:5]([CH:8]([CH3:9])[N:10]2[C:11](=[O:31])[O:12][C:13]([c:16]3[cH:17][cH:18][c:19]([F:22])[cH:20][cH:21]3)([CH2:23][CH2:24][CH2:25][NH:26][S:27](=[O:28])(=[O:29])[CH3:30])[CH2:14][CH2:15]2)[cH:6][cH:7]1.[CH3:32][c:33]1[n:34][cH:35][cH:36][c:37]([B:39]([OH:40])[OH:41])[cH:38]1>>[c:2]1(-[c:37]2[cH:36][cH:35][n:34][c:33]([CH3:32])[cH:38]2)[cH:3][cH:4][c:5]([CH:8]([CH3:9])[N:10]2[C:11](=[O:31])[O:12][C:13]([c:16]3[cH:17][cH:18][c:19]([F:22])[cH:20][cH:21]3)([CH2:23][CH2:24][CH2:25][NH:26][S:27](=[O:28])(=[O:29])[CH3:30])[CH2:14][CH2:15]2)[cH:6][cH:7]1.